From a dataset of the Open Reaction Database (ORD), a public repository of structured organic reaction records. describe an organic reaction: reactants, conditions, products, and yield Reactants: C1(=CC=CC=C1)C=1OC(C(CN1)O)(C)C1=CC=CC=C1 ((5RS, 6SR)-2,6-diphenyl-6-methyl-5,6-dihydro-4H-1,3-oxazin-5-ol), C1(=CC=CC=C1)N=C=O (phenyl isocyanate). Yields the product CC1(C(CN=C(O1)C1=CC=CC=C1)OC(NC1=CC=CC=C1)=O)C1=CC=CC=C1 ((5RS, 6SR)-6-methyl-2,6-diphenyl-5-phenylcarbamoyloxy-5,6-dihydro-4H-1,3-oxazine). The yield is 82.1%. As a reaction SMILES: [C:1]1([C:7]2[O:8][C:9]([C:15]3[CH:20]=[CH:19][CH:18]=[CH:17][CH:16]=3)([CH3:14])[CH:10]([OH:13])[CH2:11][N:12]=2)[CH:6]=[CH:5][CH:4]=[CH:3][CH:2]=1.[C:21]1([N:27]=[C:28]=[O:29])[CH:26]=[CH:25][CH:24]=[CH:23][CH:22]=1>>[CH3:14][C:9]1([C:15]2[CH:16]=[CH:17][CH:18]=[CH:19][CH:20]=2)[O:8][C:7]([C:1]2[CH:6]=[CH:5][CH:4]=[CH:3][CH:2]=2)=[N:12][CH2:11][CH:10]1[O:13][C:28](=[O:29])[NH:27][C:21]1[CH:26]=[CH:25][CH:24]=[CH:23][CH:22]=1. Procedure: Working in a manner similar to that described in Example 12, but starting with (5RS, 6SR)-2,6-diphenyl-6-methyl-5,6-dihydro-4H-1,3-oxazin-5-ol (0.8 g) and phenyl isocyanate (1.8 g), and after purification of the solid obtained by chromatography on a column (height: 30 cm; diameter: 2.5 cm) of silica (0.2-0.063 mm), eluting with a mixture of cyclohexane and ethyl acetate (80:20 by volume) and collecting 20cc fractions, fractions 1 to 5 being combined and concentrated to dryness under reduced pres... Reactants: ice water, C(OC(C)(C)C)(OC(C)(C)C)=O (Di-tert-butyl carbonate), Cl.Cl.C(C1=CC=CC=C1)(C1=CC=CC=C1)C1NCCNC1 (2-benzhydrylpiperazine dihydrochloride), C(C)(C)N(C(C)C)CC (N,N-diisopropylethylamine). Run in CN(C=O)C (N,N-dimethylformamide). Reaction conditions: time 2 hour. Product: C(C)(C)(C)OC(=O)N1CC(NCC1)C(C1=CC=CC=C1)C1=CC=CC=C1 (1-tert-butoxycarbonyl-3-benzhydrylpiperazine). Isolated yield 70.5%. Reaction SMILES: [C:1](=[O:12])([O:7][C:8]([CH3:11])([CH3:10])[CH3:9])OC(C)(C)C.Cl.Cl.[CH:15]([CH:28]1[CH2:33][NH:32][CH2:31][CH2:30][NH:29]1)([C:22]1[CH:27]=[CH:26][CH:25]=[CH:24][CH:23]=1)[C:16]1[CH:21]=[CH:20][CH:19]=[CH:18][CH:17]=1.C(N(CC)C(C)C)(C)C>CN(C)C=O>[C:8]([O:7][C:1]([N:32]1[CH2:31][CH2:30][NH:29][CH:28]([CH:15]([C:16]2[CH:21]=[CH:20][CH:19]=[CH:18][CH:17]=2)[C:22]2[CH:27]=[CH:26][CH:25]=[CH:24][CH:23]=2)[CH2:33]1)=[O:12])([CH3:9])([CH3:10])[CH3:11] |f:1.2.3|. Procedure: Di-tert-butyl carbonate (996 mg) was added to a mixture of 2-benzhydrylpiperazine dihydrochloride (1.65 g) and N,N-diisopropylethylamine (3.5 ml) in N,N-dimethylformamide (17 ml) under ice-cooling. After being stirred at same temperature for 2 hours, the mixture was poured into ice-water and extracted with ethyl acetate. The extract was washed with brine, dried over sodium sulfate and evaporated under reduced pressure to give a crude oil. The oil was purified by column chromatography on silica g... Starting materials: anhydride, CC(N=C=NC(C)C)C (DIC), C(Cl)Cl (DCM), C(CCC(=O)C)(=O)O (levulinic acid). Yields the product CCN(C(C)C)C(C)C (DIEA). Reaction SMILES: C(O)(=O)C[CH2:3][C:4]([CH3:6])=O.[CH3:9][CH:10]([CH3:17])[N:11]=[C:12]=NC(C)C.[CH2:18](Cl)Cl>>[CH3:18][CH2:12][N:11]([CH:4]([CH3:3])[CH3:6])[CH:10]([CH3:17])[CH3:9]. Procedure: addition of activated levulinic acid (activated as the symmetric anhydride with 0.5 equivalents of DIC in DCM for 5-10 min) The reactants are NCc1ccccc1, CCS(=O)(=O)c1nc2ccc(-c3cn(C(c4ccccc4)(c4ccccc4)c4ccccc4)nc3-c3ccc(F)cc3)cc2n1-c1ccc(F)cc1. Product: Fc1ccc(-c2nn(C(c3ccccc3)(c3ccccc3)c3ccccc3)cc2-c2ccc3nc(NCc4ccccc4)n(-c4ccc(F)cc4)c3c2)cc1. As a reaction SMILES: [CH2:1]([c:2]1[cH:3][cH:4][cH:5][cH:6][cH:7]1)[NH2:8].[CH2:9]([S:10](=[O:11])(=[O:12])[c:14]1[n:15][c:16]2[c:17]([n:18]1-[c:19]1[cH:20][cH:21][c:22]([F:25])[cH:23][cH:24]1)[cH:26][c:27](-[c:30]1[c:31](-[c:54]3[cH:55][cH:56][c:57]([F:60])[cH:58][cH:59]3)[n:32][n:33]([C:35]([c:36]3[cH:37][cH:38][cH:39][cH:40][cH:41]3)([c:42]3[cH:43][cH:44][cH:45][cH:46][cH:47]3)[c:48]3[cH:49][cH:50][cH:51][cH:52][cH:53]3)[cH:34]1)[cH:28][cH:29]2)[CH3:13]>>[CH2:1]([c:2]1[cH:3][cH:4][cH:5][cH:6][cH:7]1)[NH:8][c:14]1[n:15][c:16]2[c:17]([n:18]1-[c:19]1[cH:20][cH:21][c:22]([F:25])[cH:23][cH:24]1)[cH:26][c:27](-[c:30]1[c:31](-[c:54]3[cH:55][cH:56][c:57]([F:60])[cH:58][cH:59]3)[n:32][n:33]([C:35]([c:36]3[cH:37][cH:38][cH:39][cH:40][cH:41]3)([c:42]3[cH:43][cH:44][cH:45][cH:46][cH:47]3)[c:48]3[cH:49][cH:50][cH:51][cH:52][cH:53]3)[cH:34]1)[cH:28][cH:29]2.